This data is from the Open Reaction Database (ORD), a public repository of structured organic reaction records. The task is: describe an organic reaction: reactants, conditions, products, and yield Reactants: solution, C(CCC)[Li] (n-butyl lithium), C(=O)OC (methyl formate), O (water), C(C1=CC=CC=C1)OC1=C(C(=NC2=C(C=C(C=C12)C(C)CC)Br)C)C (4-benzyloxy-6-s-butyl-8-bromo-2,3-dimethylquinoline). The solvent is CCCCCC (n-hexane), O1CCCC1 (tetrahydrofuran), O1CCCC1 (tetrahydrofuran). Reaction conditions: time 10 minute. The product is C(C1=CC=CC=C1)OC1=C(C(=NC2=C(C=C(C=C12)C(C)CC)C=O)C)C (4-benzyloxy-6-s-butyl-8-formyl-2,3-dimethylquinoline). Reaction SMILES: [CH2:1]([O:8][C:9]1[C:18]2[C:13](=[C:14](Br)[CH:15]=[C:16]([CH:19]([CH2:21][CH3:22])[CH3:20])[CH:17]=2)[N:12]=[C:11]([CH3:24])[C:10]=1[CH3:25])[C:2]1[CH:7]=[CH:6][CH:5]=[CH:4][CH:3]=1.C([Li])CCC.[CH:31](OC)=[O:32].O>O1CCCC1.CCCCCC>[CH2:1]([O:8][C:9]1[C:18]2[C:13](=[C:14]([CH:31]=[O:32])[CH:15]=[C:16]([CH:19]([CH2:21][CH3:22])[CH3:20])[CH:17]=2)[N:12]=[C:11]([CH3:24])[C:10]=1[CH3:25])[C:2]1[CH:7]=[CH:6][CH:5]=[CH:4][CH:3]=1. Procedure details: 5 Grams of 4-hydroxy-6-s-butyl-8-bromo-2,3-dimethylquinoline synthesized in the same way as that described in Example 1 was suspended in 20 ml of dimethylformamide, to which 700 mg of 60% sodium hydride was added under cooling with ice and the mixture was stirred at room temperature for 30 minutes. To the reaction mixture was added dropwise 3 g of benzyl bromide under cooling with ice and the mixture was allowed to react at room temperature overnight. After the addition of 50 ml of water, the re... The reactants are [H-].[Na+] (sodium hydride), NC1=C(C(=CC(=C1)C#N)C(F)(F)F)N(C(OCC)=O)CC1=C(C=CC=C1)Cl (Ethyl 2-amino-4-cyano-6-(trifluoromethyl)phenyl(2-chlorobenzyl)carbamate), Cl (hydrochloric acid). Run in C(C)O (ethanol). Product: ClC1=C(CN2C(NC3=C2C(=CC(=C3)C#N)C(F)(F)F)=O)C=CC=C1 (1-(2-chlorobenzyl)-2-oxo-7-(trifluoromethyl)-2,3-dihydro-1H-benzimidazole-5-carbonitrile). Yield: 95.8%. As a reaction SMILES: [NH2:1][C:2]1[CH:7]=[C:6]([C:8]#[N:9])[CH:5]=[C:4]([C:10]([F:13])([F:12])[F:11])[C:3]=1[N:14]([CH2:20][C:21]1[CH:26]=[CH:25][CH:24]=[CH:23][C:22]=1[Cl:27])[C:15](=O)[O:16]CC.[H-].[Na+].Cl>C(O)C>[Cl:27][C:22]1[CH:23]=[CH:24][CH:25]=[CH:26][C:21]=1[CH2:20][N:14]1[C:3]2[C:4]([C:10]([F:12])([F:11])[F:13])=[CH:5][C:6]([C:8]#[N:9])=[CH:7][C:2]=2[NH:1][C:15]1=[O:16] |f:1.2|. Procedure: Ethyl 2-amino-4-cyano-6-(trifluoromethyl)phenyl(2-chlorobenzyl)carbamate (338.7 mg) was dissolved in ethanol (20 ml), and to the solution was added sodium hydride (37.5 mg). The reaction mixture was heated at reflux for 1 hour. After allowing to cool, to the reaction mixture was added 1N hydrochloric acid, and the mixture was extracted 4 times with chloroform. The organic layer was washed with saturated brine, dried over anhydrous magnesium sulfate, and concentrated in vacuo to give the title co... The reactants are C([O-])([O-])=O.[Cs+].[Cs+] (cesium carbonate), C(C)(C)(C)P(C(C)(C)C)C1=C(C=CC=C1)C1=CC=CC=C1 (di-tert-butylphosphino-biphenyl), BrC1=CC(=C(C=C1)OC)[N+](=O)[O-] (4-bromo-2-nitroanisole), N1(CCCCC1)C1CCNCC1 (1,4′-bipiperidine). The reagents and catalysts are C(C)(=O)[O-].[Pd+2].C(C)(=O)[O-] (palladium (II) acetate). Solvent: O1CCOCC1 (dioxane). Run at temperature 100 celsius. The product is N1(CCCCC1)C1CCN(CC1)C=1C=CC(=C(N)C1)OC (5-(1,4′-bipiperidin-1′-yl)-2-(methyloxy)aniline). Yield: 26.5%. Reaction SMILES: Br[C:2]1[CH:7]=[CH:6][C:5]([O:8][CH3:9])=[C:4]([N+:10]([O-])=O)[CH:3]=1.[N:13]1([CH:19]2[CH2:24][CH2:23][NH:22][CH2:21][CH2:20]2)[CH2:18][CH2:17][CH2:16][CH2:15][CH2:14]1.C(=O)([O-])[O-].[Cs+].[Cs+].C(P(C1C=CC=CC=1C1C=CC=CC=1)C(C)(C)C)(C)(C)C>O1CCOCC1.C([O-])(=O)C.[Pd+2].C([O-])(=O)C>[N:13]1([CH:19]2[CH2:24][CH2:23][N:22]([C:2]3[CH:7]=[CH:6][C:5]([O:8][CH3:9])=[C:4]([CH:3]=3)[NH2:10])[CH2:21][CH2:20]2)[CH2:18][CH2:17][CH2:16][CH2:15][CH2:14]1 |f:2.3.4,7.8.9|. Reported procedure: To 4-bromo-2-nitroanisole (2.02 g, 8.72 mmol) and 1,4′-bipiperidine (3.49 g, 20.7 mmol) in dioxane (80 mL) was added sequentially, cesium carbonate (6.74 g, 20.7 mmol), palladium (II) acetate (0.196 g, 0.870 mmol) and di-tert-butylphosphino-biphenyl (0.527 g, 1.77 mmol). The reaction was heated at 100° C. for 24 hours, filtered through Celite®, concentrated and purified by flash chromatography. The residue was taken up in EtOAc (100 mL) and Pd on carbon was added in one portion. The mixture was ... Starting materials: BrC1=CC=C2C(=NC(=NC2=C1)C)C1=C(C=C(C=C1)C1(COC1)F)OC (7-BROMO-4-(4-(3-FLUOROOXETAN-3-YL)-2-METHOXYPHENYL)-2-METHYLQUINAZOLINE), CC1(C2=C(C(=CC=C2)P(C3=CC=CC=C3)C4=CC=CC=C4)OC5=C(C=CC=C51)P(C6=CC=CC=C6)C7=CC=CC=C7)C (Xantphos), CCN(C(C)C)C(C)C (n,n-diisopropylethylamine), C(C1=CC=CC=C1)S (Benzyl mercaptan). The reagents and catalysts are C=1C=CC(=CC1)/C=C/C(=O)/C=C/C2=CC=CC=C2.C=1C=CC(=CC1)/C=C/C(=O)/C=C/C2=CC=CC=C2.C=1C=CC(=CC1)/C=C/C(=O)/C=C/C2=CC=CC=C2.[Pd].[Pd] (Pd2(dba)3). Reaction conditions: temperature 60 celsius, time 1 hour. Yields the product C(C1=CC=CC=C1)SC1=CC=C2C(=NC(=NC2=C1)C)C1=C(C=C(C=C1)C1(COC1)F)OC (7-(benzylthio)-4-(4-(3-fluorooxetan-3-yl)-2-methoxyphenyl)-2-methylquinazoline). The yield is 41.8%. As a reaction SMILES: Br[C:2]1[CH:11]=[C:10]2[C:5]([C:6]([C:13]3[CH:18]=[CH:17][C:16]([C:19]4([F:23])[CH2:22][O:21][CH2:20]4)=[CH:15][C:14]=3[O:24][CH3:25])=[N:7][C:8]([CH3:12])=[N:9]2)=[CH:4][CH:3]=1.CC1(C)C2C(=C(P(C3C=CC=CC=3)C3C=CC=CC=3)C=CC=2)OC2C(P(C3C=CC=CC=3)C3C=CC=CC=3)=CC=CC1=2.CCN(C(C)C)C(C)C.[CH2:77]([SH:84])[C:78]1[CH:83]=[CH:82][CH:81]=[CH:80][CH:79]=1>C1C=CC(/C=C/C(/C=C/C2C=CC=CC=2)=O)=CC=1.C1C=CC(/C=C/C(/C=C/C2C=CC=CC=2)=O)=CC=1.C1C=CC(/C=C/C(/C=C/C2C=CC=CC=2)=O)=CC=1.[Pd].[Pd]>[CH2:77]([S:84][C:2]1[CH:11]=[C:10]2[C:5]([C:6]([C:13]3[CH:18]=[CH:17][C:16]([C:19]4([F:23])[CH2:22][O:21][CH2:20]4)=[CH:15][C:14]=3[O:24][CH3:25])=[N:7][C:8]([CH3:12])=[N:9]2)=[CH:4][CH:3]=1)[C:78]1[CH:83]=[CH:82][CH:81]=[CH:80][CH:79]=1 |f:4.5.6.7.8|. Procedure details: The reaction mixture from step 4 was treated with Pd2(dba)3 (0.023 g, 0.025 mmol), Xantphos (0.029 g, 0.051 mmol), and n,n-diisopropylethylamine (0.530 ml, 3.04 mmol), and was heated to 60° C. Benzyl mercaptan (0.120 ml, 1.012 mmol) was added, and the reaction mixture was allowed to stir for one hour at 60° C. LC/MS showed mostly product, so the reaction mixture was concentrated. Purification of the crude residue by silica gel column chromatography (0-75% EtOAc/heptane) gave 7-(benzylthio)-4-(4-... Reactants: CN(C)S(=O)(=O)Cl, O, c1ccncc1, Nc1cc(C(=O)c2ccccn2)ccc1OCc1ccccc1. Yields the product CN(C)S(=O)(=O)Nc1cc(C(=O)c2ccccn2)ccc1OCc1ccccc1. As a reaction SMILES: [CH3:1][N:2]([S:3](=[O:4])(=[O:5])[Cl:6])[CH3:7].[OH2:37].[cH:31]1[cH:32][cH:33][n:34][cH:35][cH:36]1.[n:8]1[c:9]([C:14](=[O:15])[c:16]2[cH:17][c:18]([NH2:30])[c:19]([O:22][CH2:23][c:24]3[cH:25][cH:26][cH:27][cH:28][cH:29]3)[cH:20][cH:21]2)[cH:10][cH:11][cH:12][cH:13]1>>[CH3:1][N:2]([S:3](=[O:4])(=[O:5])[NH:30][c:18]1[cH:17][c:16]([C:14]([c:9]2[n:8][cH:13][cH:12][cH:11][cH:10]2)=[O:15])[cH:21][cH:20][c:19]1[O:22][CH2:23][c:24]1[cH:25][cH:26][cH:27][cH:28][cH:29]1)[CH3:7]. Reactants: C(C1CO1)OCC1CO1 (diglycidyl ether), solids, epoxy, C1(O)=CC=C(O)C=C1 (hydroquinone), epoxy resin, S(CCO)CCO (thiodiethanol), C(C=C)(=O)O (acrylic acid), polypropylene glycol, epoxy resin, COC1=CC=C(C=C1)O (p-methoxyphenol). Run in O (water), O (water), O (water), O (water). The product is C(C=C)(=O)O.S(CCO)CCO (Acrylic Acid Thiodiethanol). As a reaction SMILES: C(OCC1OC1)C1OC1.C1(C=CC(O)=CC=1)O.COC1C=CC(O)=CC=1.[S:27]([CH2:31][CH2:32][OH:33])[CH2:28][CH2:29][OH:30].[C:34]([OH:38])(=[O:37])[CH:35]=[CH2:36]>O>[C:34]([OH:38])(=[O:37])[CH:35]=[CH2:36].[S:27]([CH2:31][CH2:32][OH:33])[CH2:28][CH2:29][OH:30] |f:6.7|. Reported procedure: A diglycidyl ether of a polypropylene glycol (a liquid epoxy resin marketed by The Dow Chemical Company under the name DER 736) having an epoxy equivalent weight of about 190 (190 g; 1.0 equivalent), hydroquinone (0.07 g) and p-methoxyphenol (0.07 g) were combined in a reaction vessel equipped as set forth in Experiment 1. This epoxy resin was similarly reacted with thiodiethanol, acrylic acid and water in amounts and under conditions set forth in Experiment 1. The conversion was 95 percent comp... Starting materials: FC(C1=CC=C(C=C1)C=1C=NOC1N)(F)F (4-(4-(Trifluoromethyl)phenyl)-5-aminoisoxazole), COC1=C(C(=O)Cl)C(=CC=C1)OC (2,6-dimethoxybenzoylchloride). Run in C1(=CC=CC=C1)C (toluene). The product is COC1=C(C(=O)NC2=C(C=NO2)C2=CC=C(C=C2)C(F)(F)F)C(=CC=C1)OC (2,6-DIMETHOXY-N-(4-(4-(TRIFLUOROMETHYL)PHENYL)-5-ISOXAZOLYL)BENZAMIDE). RXN SMILES: [F:1][C:2]([F:16])([F:15])[C:3]1[CH:8]=[CH:7][C:6]([C:9]2[CH:10]=[N:11][O:12][C:13]=2[NH2:14])=[CH:5][CH:4]=1.[CH3:17][O:18][C:19]1[CH:27]=[CH:26][CH:25]=[C:24]([O:28][CH3:29])[C:20]=1[C:21](Cl)=[O:22]>C1(C)C=CC=CC=1>[CH3:29][O:28][C:24]1[CH:25]=[CH:26][CH:27]=[C:19]([O:18][CH3:17])[C:20]=1[C:21]([NH:14][C:13]1[O:12][N:11]=[CH:10][C:9]=1[C:6]1[CH:5]=[CH:4][C:3]([C:2]([F:1])([F:15])[F:16])=[CH:8][CH:7]=1)=[O:22]. Procedure: 4-(4-(Trifluoromethyl)phenyl)-5-aminoisoxazole (1.0 g) and 2,6-dimethoxybenzoylchloride (2 g) were refluxed in 100 ml. toluene for 3 hours. The reaction mixture was cooled and the final product was then collected and recrystallized from ethanol, m.p. 199°-201° C. Run in O (water), ClCCl (dichloromethane), ClCCl (dichloromethane). Reactants: C(C)OC1=CC=C(C=C1)CC(=O)O (p-ethoxyphenyl acetic acid), phosphoric pentachloride, C1=CC=CC=C1 (benzene), [Cl-].[Al+3].[Cl-].[Cl-] (aluminum chloride), C=C (ethylene). Conditions: temperature 80 celsius, time 4 hour. Yields the product C(C)OC=1C=C2CCC(CC2=CC1)=O (6-ethoxy-2-tetralone). Procedure details: A mixture of 5.0 g of p-ethoxyphenyl acetic acid, 7.0 g of phosphoric pentachloride and 10 ml of anhydrous benzene was heated at 80° C. for 2 hours. The reaction solution was concentrated under reduced pressure and the residue obtained was dissolved in 20 ml of anhydrous dichloromethane. This solution was added dropwise to a mixture, cooled to -50° C., of 7.3 g of anhydrous aluminum chloride and 80 ml of anhydrous dichloromethane. Then, ethylene gas was fed into the solution for 20 minutes. Subs... As a reaction SMILES: [CH2:1]([O:3][C:4]1[CH:9]=[CH:8][C:7]([CH2:10][C:11]([OH:13])=O)=[CH:6][CH:5]=1)[CH3:2].[CH:14]1C=CC=C[CH:15]=1.[Cl-].[Al+3].[Cl-].[Cl-].C=C>ClCCl.O>[CH2:1]([O:3][C:4]1[CH:5]=[C:6]2[C:7](=[CH:8][CH:9]=1)[CH2:10][C:11](=[O:13])[CH2:15][CH2:14]2)[CH3:2] |f:2.3.4.5|.